Dataset: the Open Reaction Database (ORD), a public repository of structured organic reaction records. Task: describe an organic reaction: reactants, conditions, products, and yield The reactants are CN1CCC(OC(=O)c2ccccc2)(c2nccc3ccccc23)CC1, CN1CCC(=O)CC1, CN(C)C=O, Cl, Cl, [H-], [Na+]. The product is CN1CCC(O)(c2nccc3ccccc23)CC1. Reaction SMILES: [CH3:2][N:3]1[CH2:4][CH2:5][C:6]([c:9]2[n:10][cH:11][cH:12][c:13]3[cH:14][cH:15][cH:16][cH:17][c:18]23)([O:19][C:20](=[O:21])[c:22]2[cH:23][cH:24][cH:25][cH:26][cH:27]2)[CH2:7][CH2:8]1.[CH3:30][N:31]1[CH2:32][CH2:33][C:34](=[O:35])[CH2:36][CH2:37]1.[CH3:39][N:40]([CH3:41])[CH:42]=[O:43].[ClH:1].[ClH:38].[H-:29].[Na+:28]>>[CH3:2][N:3]1[CH2:4][CH2:5][C:6]([c:9]2[n:10][cH:11][cH:12][c:13]3[cH:14][cH:15][cH:16][cH:17][c:18]23)([OH:19])[CH2:7][CH2:8]1. As a reaction SMILES: [Br:11][CH2:12][c:13]1[cH:14][cH:15][cH:16][cH:17][cH:18]1.[CH3:19][CH2:20][O:21][C:22](=[O:23])[CH3:24].[O:1]1[CH:2]([c:6]2[s:7][cH:8][cH:9][n:10]2)[O:3][CH2:4][CH2:5]1>>[Br-:11].[O:1]1[CH:2]([c:6]2[s:7][cH:8][cH:9][n+:10]2[CH2:12][c:13]2[cH:14][cH:15][cH:16][cH:17][cH:18]2)[O:3][CH2:4][CH2:5]1. Starting materials: BrCc1ccccc1, CCOC(C)=O, c1csc(C2OCCO2)n1. Yields the product [Br-], c1ccc(C[n+]2ccsc2C2OCCO2)cc1. The reactants are CS(=O)(=O)OCC1CCCO1, CC(=O)CC(C)C, COc1cc(N)c(Cl)cc1-c1noc(C2CCNCC2)n1, [Na+], [Na+], O=C([O-])[O-]. Yields the product COc1cc(N)c(Cl)cc1-c1noc(C2CCN(CC3CCCO3)CC2)n1. Reaction SMILES: [CH3:1][S:2]([O:3][CH2:6][CH:7]1[CH2:8][CH2:9][CH2:10][O:11]1)(=[O:4])=[O:5].[CH3:39][CH:40]([CH3:41])[CH2:42][C:43](=[O:44])[CH3:45].[Cl:12][c:13]1[c:14]([NH2:32])[cH:15][c:16]([O:30][CH3:31])[c:17](-[c:19]2[n:20][o:21][c:22]([CH:24]3[CH2:25][CH2:26][NH:27][CH2:28][CH2:29]3)[n:23]2)[cH:18]1.[Na+:33].[Na+:34].[O-:35][C:36](=[O:37])[O-:38]>>[CH2:6]([CH:7]1[CH2:8][CH2:9][CH2:10][O:11]1)[N:27]1[CH2:26][CH2:25][CH:24]([c:22]2[o:21][n:20][c:19](-[c:17]3[c:16]([O:30][CH3:31])[cH:15][c:14]([NH2:32])[c:13]([Cl:12])[cH:18]3)[n:23]2)[CH2:29][CH2:28]1. The reactants are N1(CCNCC1)CCO (1-piperazineethanol), C1(=CC=C(C=C1)S(=O)(=O)O)C (p-toluene sulfonic acid), Cl (hydrochloride), C(C=CC1=CC=CC=C1)(=O)O (cinnamic acid). Run in C1=CC=CC=C1 (benzene). Product: Cl.C(C=CC1=CC=CC=C1)(=O)OCCN1CCNCC1 (1-piperazineethanol cinnamate hydrochloride). Yield: 53.0%. As a reaction SMILES: [N:1]1([CH2:7][CH2:8][OH:9])[CH2:6][CH2:5][NH:4][CH2:3][CH2:2]1.C1(C)C=CC(S(O)(=O)=O)=CC=1.[C:21](O)(=[O:30])[CH:22]=[CH:23][C:24]1[CH:29]=[CH:28][CH:27]=[CH:26][CH:25]=1.[ClH:32]>C1C=CC=CC=1>[ClH:32].[C:21]([O:9][CH2:8][CH2:7][N:1]1[CH2:6][CH2:5][NH:4][CH2:3][CH2:2]1)(=[O:30])[CH:22]=[CH:23][C:24]1[CH:29]=[CH:28][CH:27]=[CH:26][CH:25]=1 |f:5.6|. Reported procedure: In 150 ml of absolute benzene there were dissolved 1.95 g of 1-piperazineethanol and 14.2 g of p-toluene sulfonic acid. To the solution 2.89 g of cinnamic acid was added. The system was heated for 16 hours to reflux while removing the formed water. The reaction liquid was cooled, washed with 15% potassium carbonate and then extracted with 10% hydrochloric acid. After the aqueous layer was washed with ether, the system was rendered alkaline followed by extraction with ether. After the ethereal la...